From a dataset of the Open Reaction Database (ORD), a public repository of structured organic reaction records. describe an organic reaction: reactants, conditions, products, and yield Reactants: FC1=CC=C(C=C1)N1N=CC2=CC(=CC=C12)O[C@@H]([C@H](CCC)N)C1=CC=CC=C1 ((1R,2S)-(1-(4-fluorophenyl)-1H-indazol-5-yloxy)-1-phenylpentan-2-amine), Cl.N[C@H]([C@H](O)C1=CC=CC=C1)CC ((1R,2S)-2-amino-1-phenylbutan-1-ol hydrochloride). The product is FC1=CC=C(C=C1)N1N=CC2=CC(=CC=C12)O[C@@H]([C@H](CC)N)C1=CC=CC=C1 ((1R,2S)-1-(1-(4-fluorophenyl)-1H-indazol-5-yloxy)-1-phenylbutan-2-amine). As a reaction SMILES: [F:1][C:2]1[CH:7]=[CH:6][C:5]([N:8]2[C:16]3[C:11](=[CH:12][C:13]([O:17][C@H:18]([C:24]4[CH:29]=[CH:28][CH:27]=[CH:26][CH:25]=4)[C@@H:19]([NH2:23])[CH2:20][CH2:21]C)=[CH:14][CH:15]=3)[CH:10]=[N:9]2)=[CH:4][CH:3]=1.Cl.N[C@@H](CC)[C@@H](C1C=CC=CC=1)O>>[F:1][C:2]1[CH:3]=[CH:4][C:5]([N:8]2[C:16]3[C:11](=[CH:12][C:13]([O:17][C@H:18]([C:24]4[CH:25]=[CH:26][CH:27]=[CH:28][CH:29]=4)[C@@H:19]([NH2:23])[CH2:20][CH3:21])=[CH:14][CH:15]=3)[CH:10]=[N:9]2)=[CH:6][CH:7]=1 |f:1.2|. Procedure details: was synthesised in the same way as (91a) from (1R,2S)-2-amino-1-phenylbutan-1-ol hydrochloride (95b, 53 mg, 0.26 mmol).